Dataset: the Open Reaction Database (ORD), a public repository of structured organic reaction records. Task: describe an organic reaction: reactants, conditions, products, and yield The product is CCOCC1CN(C)CCC1c1ccc(Cl)c(Cl)c1. As a reaction SMILES: [CH3:1][N:2]1[CH2:3][CH:4]([CH2:16][OH:17])[CH:5]([c:8]2[cH:9][c:10]([Cl:15])[c:11]([Cl:14])[cH:12][cH:13]2)[CH2:6][CH2:7]1.[H-:19].[Na+:18].[O:30]1[CH2:31][CH2:32][CH2:33][CH2:34]1.[OH2:29].[S:20]([O:21][CH2:22][CH3:23])([O:26][CH2:24][CH3:25])(=[O:27])=[O:28]>>[CH3:1][N:2]1[CH2:3][CH:4]([CH2:16][O:17][CH2:24][CH3:25])[CH:5]([c:8]2[cH:9][c:10]([Cl:15])[c:11]([Cl:14])[cH:12][cH:13]2)[CH2:6][CH2:7]1. Starting materials: CN1CCC(c2ccc(Cl)c(Cl)c2)C(CO)C1, [H-], [Na+], C1CCOC1, O, CCOS(=O)(=O)OCC. The reactants are COc1cc2cc(C(=O)Nc3cc(OCc4ccccc4)c4ccccc4c3CCOS(C)(=O)=O)[nH]c2c(OC)c1OC, CCOC(C)=O, [Cl-], [Li+], CN(C)C=O. Product: COc1cc2cc(C(=O)Nc3cc(OCc4ccccc4)c4ccccc4c3CCCl)[nH]c2c(OC)c1OC. RXN SMILES: [CH3:1][S:2]([O:3][CH2:6][CH2:7][c:8]1[c:9]([NH:26][C:27](=[O:28])[c:29]2[nH:30][c:31]3[c:32]([O:42][CH3:43])[c:33]([O:40][CH3:41])[c:34]([O:38][CH3:39])[cH:35][c:36]3[cH:37]2)[cH:10][c:11]([O:18][CH2:19][c:20]2[cH:21][cH:22][cH:23][cH:24][cH:25]2)[c:12]2[cH:13][cH:14][cH:15][cH:16][c:17]12)(=[O:4])=[O:5].[CH3:46][CH2:47][O:48][C:49]([CH3:50])=[O:51].[Cl-:44].[Li+:45].[O:52]=[CH:53][N:54]([CH3:55])[CH3:56]>>[CH2:6]([CH2:7][c:8]1[c:9]([NH:26][C:27](=[O:28])[c:29]2[nH:30][c:31]3[c:32]([O:42][CH3:43])[c:33]([O:40][CH3:41])[c:34]([O:38][CH3:39])[cH:35][c:36]3[cH:37]2)[cH:10][c:11]([O:18][CH2:19][c:20]2[cH:21][cH:22][cH:23][cH:24][cH:25]2)[c:12]2[cH:13][cH:14][cH:15][cH:16][c:17]12)[Cl:44].